This data is from the Open Reaction Database (ORD), a public repository of structured organic reaction records. The task is: describe an organic reaction: reactants, conditions, products, and yield Product: OCCCc1cc(Cl)cc2nc(Cc3ccccc3Cl)oc12. Reaction SMILES: [BH3:27].[CH2:37]1[O:38][CH2:39][CH2:40][CH2:41]1.[CH3:28][C:29](=[CH:30][CH3:31])[CH3:32].[Cl:1][c:2]1[c:3]([CH2:4][c:5]2[o:6][c:7]3[c:8]([n:9]2)[cH:10][c:11]([Cl:17])[cH:12][c:13]3[CH2:14][CH:15]=[CH2:16])[cH:18][cH:19][cH:20][cH:21]1.[Cl:42][CH2:43][Cl:44].[Na+:34].[O:22]1[CH2:23][CH2:24][CH2:25][CH2:26]1.[OH-:33].[OH2:45].[OH:35][OH:36]>>[Cl:1][c:2]1[c:3]([CH2:4][c:5]2[o:6][c:7]3[c:8]([n:9]2)[cH:10][c:11]([Cl:17])[cH:12][c:13]3[CH2:14][CH2:15][CH2:16][OH:22])[cH:18][cH:19][cH:20][cH:21]1. Starting materials: B, C1CCOC1, CC=C(C)C, C=CCc1cc(Cl)cc2nc(Cc3ccccc3Cl)oc12, ClCCl, [Na+], C1CCOC1, [OH-], O, OO. The reactants are COC1=C2CCCC(C2=CC=C1)=O (5-methoxy-1-tetralone), CC(C)([O-])C.[K+] (potassium t-butoxide), O (water), C(=O)OCC (ethyl formate). Solvent: C(C)OCC (diethyl ether), O1CCCC1 (tetrahydrofuran). Reaction conditions: time 15 minute. Product: C(=O)C1C(C2=CC=CC(=C2CC1)OC)=O (2-formyl-5-methoxy-1-tetralone). RXN SMILES: [CH3:1][O:2][C:3]1[CH:12]=[CH:11][CH:10]=[C:9]2[C:4]=1[CH2:5][CH2:6][CH2:7][C:8]2=[O:13].C[C:15](C)([O-:17])C.[K+].C(OCC)=O.O>C(OCC)C.O1CCCC1>[CH:15]([CH:7]1[CH2:6][CH2:5][C:4]2[C:9](=[CH:10][CH:11]=[CH:12][C:3]=2[O:2][CH3:1])[C:8]1=[O:13])=[O:17] |f:1.2|. Procedure details: To a solution of 5-methoxy-1-tetralone (10 g) in diethyl ether (100 ml) at 0° C. was added 1M potassium t-butoxide in tetrahydrofuran (68 ml) with stirring. After 15 minutes, ethyl formate (25 g) was added in one portion, and the reaction mixture allowed to rise to room temperature over a period of 45 minutes. The mixture was poured into water (500 ml), extracted with diethyl ether, the ether extract dried over magnesium sulfate, and solvent removed under reduced pressure to give 2-formyl-5-meth... The reactants are C(#N)C1=CC=C(C(=O)Cl)C=C1 (4-Cyanobenzoyl chloride), aqueous solution, C([O-])([O-])=O.[K+].[K+] (potassium carbonate), C(C)(C)(C)OC(NCC1=CC=C(C=C1)OCCCOC1=CC=C(C=C1)CN)=O ({4-[3-(4-aminomethyl-phenoxy)-propoxy]-benzyl}-carbamic acid tert-butyl ester). The solvent is C1CCOC1 (THF), CCOC(=O)C (EtOAc). Run at time 16 hour. Yields the product C(C)(C)(C)OC(NCC1=CC=C(C=C1)OCCCOC1=CC=C(C=C1)CNC(C1=CC=C(C=C1)C#N)=O)=O ([4- (3 -{4 -(4-cyano-benzoylamino-methyl]-phenoxy}-propoxy)-benzyl]-carbamic acid tert-butyl ester). Isolated yield 60.2%. Reaction SMILES: [C:1]([O:5][C:6](=[O:28])[NH:7][CH2:8][C:9]1[CH:14]=[CH:13][C:12]([O:15][CH2:16][CH2:17][CH2:18][O:19][C:20]2[CH:25]=[CH:24][C:23]([CH2:26][NH2:27])=[CH:22][CH:21]=2)=[CH:11][CH:10]=1)([CH3:4])([CH3:3])[CH3:2].C(=O)([O-])[O-].[K+].[K+].[C:35]([C:37]1[CH:45]=[CH:44][C:40]([C:41](Cl)=[O:42])=[CH:39][CH:38]=1)#[N:36]>C1COCC1.CCOC(C)=O>[C:1]([O:5][C:6](=[O:28])[NH:7][CH2:8][C:9]1[CH:14]=[CH:13][C:12]([O:15][CH2:16][CH2:17][CH2:18][O:19][C:20]2[CH:25]=[CH:24][C:23]([CH2:26][NH:27][C:41](=[O:42])[C:40]3[CH:44]=[CH:45][C:37]([C:35]#[N:36])=[CH:38][CH:39]=3)=[CH:22][CH:21]=2)=[CH:11][CH:10]=1)([CH3:4])([CH3:2])[CH3:3] |f:1.2.3|. Procedure: To a suspension of {4-[3-(4-aminomethyl-phenoxy)-propoxy]-benzyl}-carbamic acid tert-butyl ester prepared in Example 78 (3.00 g,7.76 mmol) in THF (30 mL) was added a 10% aqueous solution of potassium carbonate (53.90 mL, 38.81 mmol). 4-Cyanobenzoyl chloride (1.29 g, 7.76 mmol) was then added in one portion and the reaction mixture was stirred at room temperature for 16 hours. The mixture was then diluted with EtOAc (150 mL), washed with 1N aqueous HCl (2×150 mL), dried over MgSO4, and concentrat...